Task: describe an organic reaction: reactants, conditions, products, and yield. Dataset: the Open Reaction Database (ORD), a public repository of structured organic reaction records Procedure: To a solution of (E)-4-methyl-6-(prop-1-enyl)pyridin-2-amine (235 mg, 1.59 mmol) in ethanol (5.29 mL) was added 10% palladium on carbon (169 mg, 159 μmol). The reaction mixture was evacuated and back filled with H2 three times. The mixture was stirred under an atmosphere of hydrogen (balloon at 1 atm) for 16 h, then filtered through a pad of celite. The filtrate was collected, concentrated in vacuo and purified by chromatography (silica, 30 to 60% ethyl acetate in hexanes gradient) to give 4-met... Product: CC1=CC(=NC(=C1)CCC)N (4-methyl-6-propylpyridin-2-amine). The reagents and catalysts are [Pd] (palladium on carbon). Solvent: C(C)O (ethanol). Reactants: CC1=CC(=NC(=C1)\C=C\C)N ((E)-4-methyl-6-(prop-1-enyl)pyridin-2-amine). Conditions: time 16 hour. Yield: 56.5%. As a reaction SMILES: [CH3:1][C:2]1[CH:7]=[C:6](/[CH:8]=[CH:9]/[CH3:10])[N:5]=[C:4]([NH2:11])[CH:3]=1>C(O)C.[Pd]>[CH3:1][C:2]1[CH:7]=[C:6]([CH2:8][CH2:9][CH3:10])[N:5]=[C:4]([NH2:11])[CH:3]=1. Procedure details: This material was prepared in analogy to example 1 from 6-(4-fluoro-benzyloxymethyl)-pyridin-2-ylamine (0.058 g) and 3-(trifluoromethyl)-benzenesulfonyl chloride (0.067 g) as a light yellow gum (0.08g). MS (ESI−): 439.1 ([M−H]−) RXN SMILES: [F:1][C:2]1[CH:17]=[CH:16][C:5]([CH2:6][O:7][CH2:8][C:9]2[N:14]=[C:13]([NH2:15])[CH:12]=[CH:11][CH:10]=2)=[CH:4][CH:3]=1.[F:18][C:19]([F:31])([F:30])[C:20]1[CH:21]=[C:22]([S:26](Cl)(=[O:28])=[O:27])[CH:23]=[CH:24][CH:25]=1>>[F:1][C:2]1[CH:3]=[CH:4][C:5]([CH2:6][O:7][CH2:8][C:9]2[N:14]=[C:13]([NH:15][S:26]([C:22]3[CH:23]=[CH:24][CH:25]=[C:20]([C:19]([F:18])([F:30])[F:31])[CH:21]=3)(=[O:28])=[O:27])[CH:12]=[CH:11][CH:10]=2)=[CH:16][CH:17]=1. Product: FC1=CC=C(COCC2=CC=CC(=N2)NS(=O)(=O)C2=CC(=CC=C2)C(F)(F)F)C=C1 (N-[6-(4-Fluoro-benzyloxymethyl)-pyridin-2-yl]-3-trifluoromethyl-benzenesulfonamide). The reactants are FC1=CC=C(COCC2=CC=CC(=N2)N)C=C1 (6-(4-fluoro-benzyloxymethyl)-pyridin-2-ylamine), FC(C=1C=C(C=CC1)S(=O)(=O)Cl)(F)F (3-(trifluoromethyl)-benzenesulfonyl chloride). Starting materials: C(C)OC(=O)C=1N(C2=CC=C(C=C2C1CN(C)CC(=O)OCC)C1=CC=C(C=C1)C(C)(C)C)C1=CC=C(C=C1)OC(C)C (5-(4-tert-Butylphenyl)-3-[(ethoxycarbonylmethylmethylamino)methyl]-1-(4-isopropoxyphenyl)indole-2-carboxylic acid ethyl ester), [OH-].[Na+] (NaOH), Cl (HCl). Run in O1CCOCC1 (dioxane). Run at temperature 120 celsius. The product is C(C)(C)(C)C1=CC=C(C=C1)C=1C=C2C(=C(N(C2=CC1)C1=CC=C(C=C1)OC(C)C)C(=O)O)CN(C)CC(=O)OCC (5-(4-tert-Butylphenyl)-3-[(ethoxycarbonylmethylmethylamino)methyl]-1-(4-isopropoxyphenyl)indole-2-carboxylic acid). Reaction SMILES: C([O:3][C:4]([C:6]1[N:7]([C:34]2[CH:39]=[CH:38][C:37]([O:40][CH:41]([CH3:43])[CH3:42])=[CH:36][CH:35]=2)[C:8]2[C:13]([C:14]=1[CH2:15][N:16]([CH2:18][C:19]([O:21][CH2:22][CH3:23])=[O:20])[CH3:17])=[CH:12][C:11]([C:24]1[CH:29]=[CH:28][C:27]([C:30]([CH3:33])([CH3:32])[CH3:31])=[CH:26][CH:25]=1)=[CH:10][CH:9]=2)=[O:5])C.[OH-].[Na+].Cl>O1CCOCC1>[C:30]([C:27]1[CH:26]=[CH:25][C:24]([C:11]2[CH:12]=[C:13]3[C:8](=[CH:9][CH:10]=2)[N:7]([C:34]2[CH:39]=[CH:38][C:37]([O:40][CH:41]([CH3:43])[CH3:42])=[CH:36][CH:35]=2)[C:6]([C:4]([OH:5])=[O:3])=[C:14]3[CH2:15][N:16]([CH2:18][C:19]([O:21][CH2:22][CH3:23])=[O:20])[CH3:17])=[CH:29][CH:28]=1)([CH3:32])([CH3:33])[CH3:31] |f:1.2|. Reported procedure: A mixture of 5-(4-tert-butylphenyl)-3-[(ethoxycarbonylmethylmethylamino)methyl]-1-(4-isopropoxyphenyl)indole-2-carboxylic acid ethyl ester (198 mg, 0.36 mmol, see step (d)), NaOH (aq, 1 M, 2 mL) and dioxane (3 mL) was heated at 120° C. for 30 min, cooled, acidified with HCl (aq, 1 M) to pH 5 and extracted with EtOAc. The combined extracts were washed with H2O and brine, dried (Na2SO4), concentrated and purified by chromatography to afford the sub-title compound. Yield 184 mg (98%). Starting materials: O (water), ClC1=CC(=CC2=C1OCO2)C2=C(N(N=C2C(F)(F)F)C2=NC=CC=N2)N (4-(7-chloro-1,3-benzodioxol-5-yl)-2-pyrimidin-2-yl-5-(trifluoromethyl)pyrazol-3-amine), [H-].[Na+] (NaH), C(C)N=C=O (ethylisocyanate). Solvent: O1CCCC1 (tetrahydrofurane). Reaction conditions: temperature 22.5 celsius. The product is ClC=1C=C(C=C(C1)C(F)(F)F)C1=C(N(N=C1C(F)(F)F)C1=NC=CC=N1)N(C(=O)NCC)C(NCC)=O (1-[4-[3-chloro-5-(trifluoromethyl)phenyl]-2-pyrimidin-2-yl-5-(trifluoromethyl)pyrazol-3-yl]-3-ethyl-1-(ethylcarbamoyl)urea). Yield: 16.0%. As a reaction SMILES: [Cl:1][C:2]1[C:7]2OCO[C:6]=2[CH:5]=[C:4]([C:11]2[C:15]([C:16]([F:19])([F:18])[F:17])=[N:14][N:13]([C:20]3[N:25]=[CH:24][CH:23]=[CH:22][N:21]=3)[C:12]=2[NH2:26])[CH:3]=1.[H-].[Na+].[CH2:29]([N:31]=[C:32]=[O:33])[CH3:30].[OH2:34]>O1CCCC1>[Cl:1][C:2]1[CH:3]=[C:4]([C:11]2[C:15]([C:16]([F:18])([F:17])[F:19])=[N:14][N:13]([C:20]3[N:25]=[CH:24][CH:23]=[CH:22][N:21]=3)[C:12]=2[N:26]([C:32](=[O:33])[NH:31][CH2:29][CH3:30])[C:20]([NH:13][CH2:12][CH3:11])=[O:34])[CH:5]=[C:6]([C:16]([F:19])([F:18])[F:17])[CH:7]=1 |f:1.2|. Reported procedure: To a mixture of 4-(7-chloro-1,3-benzodioxol-5-yl)-2-pyrimidin-2-yl-5-(trifluoromethyl)pyrazol-3-amine (0.200 g, 0.50 mmol) and NaH (0.015 g, 0.64 mmol) in tetrahydrofurane is added ethylisocyanate (0.078 g, 1.10 mmol). The mixture is refluxed for 4 hours. The reaction was cooled to room temperature (20-25° C.), diluted with water and extracted with ethyl acetate; the organic layer separated and further washed with water and then dried and concentrated. The residue was re-crystallized with a mixt... Starting materials: CCO, [Cl-], CC(=O)c1ccc([N+](=O)[O-])c(Oc2ccc(F)cc2F)c1, [Fe], [NH4+], O. Product: CC(=O)c1ccc(N)c(Oc2ccc(F)cc2F)c1. As a reaction SMILES: [CH3:24][CH2:25][OH:26].[Cl-:22].[F:1][c:2]1[c:3]([O:4][c:5]2[cH:6][c:7]([C:14]([CH3:15])=[O:16])[cH:8][cH:9][c:10]2[N+:11]([O-:12])=[O:13])[cH:17][cH:18][c:19]([F:21])[cH:20]1.[Fe:28].[NH4+:23].[OH2:27]>>[F:1][c:2]1[c:3]([O:4][c:5]2[cH:6][c:7]([C:14]([CH3:15])=[O:16])[cH:8][cH:9][c:10]2[NH2:11])[cH:17][cH:18][c:19]([F:21])[cH:20]1. Starting materials: [Al+3], O=C(Br)CBr, ClCCl, [Cl-], [Cl-], [Cl-], c1ccc(Oc2ccccc2)cc1. The product is O=C(Br)Cc1ccc(Oc2ccccc2)cc1. As a reaction SMILES: [Al+3:20].[Br:1][CH2:2][C:3](=[O:4])[Br:5].[CH2:23]([Cl:24])[Cl:25].[Cl-:19].[Cl-:21].[Cl-:22].[O:6]([c:7]1[cH:8][cH:9][cH:10][cH:11][cH:12]1)[c:13]1[cH:14][cH:15][cH:16][cH:17][cH:18]1>>[CH2:2]([C:3](=[O:4])[Br:5])[c:16]1[cH:15][cH:14][c:13]([O:6][c:7]2[cH:8][cH:9][cH:10][cH:11][cH:12]2)[cH:18][cH:17]1. Reactants: C(C)C1=CC=C(C=C1)[C@H]([C@H](C)N)OC=1C=C2C=NN(C2=CC1)C1=CC=C(C=C1)F ((1R,2S)-1-(4-ethylphenyl)-1-{[1-(4-fluorophenyl)-1H-indazol-5-yl]oxy}propan-2-amine), CC(C(=O)Cl)(C)C (2,2-dimethylpropanoyl chloride). Product: C(C)C1=CC=C(C=C1)[C@H]([C@H](C)NC(C(C)(C)C)=O)OC=1C=C2C=NN(C2=CC1)C1=CC=C(C=C1)F (N-[(1R,2S)-1-(4-ethylphenyl)-1-[1-(4-fluorophenyl)indazol-5-yl]oxy-propan-2-yl]-2,2-dimethyl-propanamide). Reaction SMILES: [CH2:1]([C:3]1[CH:8]=[CH:7][C:6]([C@@H:9]([O:13][C:14]2[CH:15]=[C:16]3[C:20](=[CH:21][CH:22]=2)[N:19]([C:23]2[CH:28]=[CH:27][C:26]([F:29])=[CH:25][CH:24]=2)[N:18]=[CH:17]3)[C@@H:10]([NH2:12])[CH3:11])=[CH:5][CH:4]=1)[CH3:2].[CH3:30][C:31]([CH3:36])([CH3:35])[C:32](Cl)=[O:33]>>[CH2:1]([C:3]1[CH:4]=[CH:5][C:6]([C@@H:9]([O:13][C:14]2[CH:15]=[C:16]3[C:20](=[CH:21][CH:22]=2)[N:19]([C:23]2[CH:24]=[CH:25][C:26]([F:29])=[CH:27][CH:28]=2)[N:18]=[CH:17]3)[C@@H:10]([NH:12][C:32](=[O:33])[C:31]([CH3:36])([CH3:35])[CH3:30])[CH3:11])=[CH:7][CH:8]=1)[CH3:2]. Reported procedure: Prepared as described in Example 1 using (1R,2S)-1-(4-ethylphenyl)-1-{[1-(4-fluorophenyl)-1H-indazol-5-yl]oxy}propan-2-amine (7a, 20 mg, 50 μmol) and 2,2-dimethylpropanoyl chloride (18 mg, 150 μmol). Yield 17 mg (71%) The reactants are Cc1ccc(S(=O)(=O)Sc2cc(C)c(OS(=O)(=O)c3ccccc3)cc2C(C)(C)C)cc1, Cc1ccc(S(=O)(=O)Sc2cc(C)c(CO)cc2C(C)(C)C)cc1, O=C1C=C(O)CC(CCc2ccc(O)cc2)(C2CCCCC2)O1. Product: Cc1cc(SC2=C(O)CC(CCc3ccc(O)cc3)(C3CCCCC3)OC2=O)c(C(C)(C)C)cc1OS(=O)(=O)c1ccccc1. As a reaction SMILES: [C:24]([CH3:25])([CH3:26])([CH3:27])[c:28]1[c:29]([S:45][S:46]([c:47]2[cH:48][cH:49][c:50]([CH3:51])[cH:52][cH:53]2)(=[O:54])=[O:55])[cH:30][c:31]([CH3:44])[c:32]([O:34][S:35](=[O:36])(=[O:37])[c:38]2[cH:39][cH:40][cH:41][cH:42][cH:43]2)[cH:33]1.[C:56]([c:57]1[cH:58][c:59]([CH2:60][OH:61])[c:62]([CH3:63])[cH:64][c:65]1[S:66][S:67]([c:68]1[cH:69][cH:70][c:71]([CH3:72])[cH:73][cH:74]1)(=[O:75])=[O:76])([CH3:77])([CH3:78])[CH3:79].[CH:1]1([C:7]2([CH2:15][CH2:16][c:17]3[cH:18][cH:19][c:20]([OH:23])[cH:21][cH:22]3)[CH2:8][C:9]([OH:14])=[CH:10][C:11](=[O:13])[O:12]2)[CH2:2][CH2:3][CH2:4][CH2:5][CH2:6]1>>[CH:1]1([C:7]2([CH2:15][CH2:16][c:17]3[cH:18][cH:19][c:20]([OH:23])[cH:21][cH:22]3)[CH2:8][C:9]([OH:14])=[C:10]([S:45][c:29]3[c:28]([C:24]([CH3:25])([CH3:26])[CH3:27])[cH:33][c:32]([O:34][S:35](=[O:36])(=[O:37])[c:38]4[cH:39][cH:40][cH:41][cH:42][cH:43]4)[c:31]([CH3:44])[cH:30]3)[C:11](=[O:13])[O:12]2)[CH2:2][CH2:3][CH2:4][CH2:5][CH2:6]1. Reactants: C(CCCCCCCCCCC)NC([C@@H](N)C)=O (L-alanine laurylamide), [OH-].[Na+] (sodium hydroxide), C(C=1C(O)=CC=CC1)=O (salicylaldehyde), B.[Na] (sodium boron hydride), C(C=1C(O)=CC=CC1)=O (salicylaldehyde), B.[Na] (sodium boron hydride). The solvent is CO (methanol), C(C)OCC (diethyl ether). Conditions: time 1 hour. The product is C(CCCCCCCCCCC)NC([C@@H](NCC1=C(C=CC=C1)O)C)=O (N-(2-hydroxybenzyl)-L-alanine laurylamide). Reaction SMILES: [CH2:1]([NH:13][C:14](=[O:18])[C@H:15]([CH3:17])[NH2:16])[CH2:2][CH2:3][CH2:4][CH2:5][CH2:6][CH2:7][CH2:8][CH2:9][CH2:10][CH2:11][CH3:12].[OH-].[Na+].[CH:21](=O)[C:22]1[C:23](=[CH:25][CH:26]=[CH:27][CH:28]=1)[OH:24].B.[Na]>CO.C(OCC)C>[CH2:1]([NH:13][C:14](=[O:18])[C@H:15]([CH3:17])[NH:16][CH2:21][C:22]1[CH:28]=[CH:27][CH:26]=[CH:25][C:23]=1[OH:24])[CH2:2][CH2:3][CH2:4][CH2:5][CH2:6][CH2:7][CH2:8][CH2:9][CH2:10][CH2:11][CH3:12] |f:1.2,4.5,^1:30|. Procedure: L-alanine laurylamide (25 g) and 1 g of sodium hydroxide were dissolved in 20 ml of methanol. To the solution were added 1.0 ml of salicylaldehyde and 0.1 g of sodium boron hydride in this order. After the mixture was stirred for 1 hour, 1.0 ml of salicylaldehyde and 0.1 g of sodium boron hydride were added thereto again in this order. After the resulting mixture was stirred overnight at room temperature, the insoluble matter was separated through filtration, and the residue was adjusted to a pH... Reactants: C1=Nc2ccccc2N2CCc3cccc1c32, CC(=O)O, CCOC(C)=O, N#C[Na]. The product is N#CC1Nc2ccccc2N2CCc3cccc1c32. As a reaction SMILES: [CH2:8]1[CH2:9][c:10]2[cH:11][cH:12][cH:13][c:14]3[c:20]2[N:19]1[c:18]1[c:17]([cH:24][cH:23][cH:22][cH:21]1)[N:16]=[CH:15]3.[CH3:1][C:2](=[O:3])[OH:4].[CH3:25][CH2:26][O:27][C:28](=[O:29])[CH3:30].[Na:5][C:6]#[N:7]>>[C:6](#[N:7])[CH:15]1[c:14]2[cH:13][cH:12][cH:11][c:10]3[c:20]2[N:19]([CH2:8][CH2:9]3)[c:18]2[c:17]([cH:24][cH:23][cH:22][cH:21]2)[NH:16]1.